Dataset: the Open Reaction Database (ORD), a public repository of structured organic reaction records. Task: describe an organic reaction: reactants, conditions, products, and yield The reactants are NC1=NC(=NC(=N1)NCCCC)NCCCC (2-amino-4,6-bis(monobutylamino)-1,3,5-triazine), N (ammonia), C(C)C(CN)CCCC (mono-2-ethylhexylamine), C(CCC)N (n-butyl amine). The product is C(C)C(CNC1=NC(=NC(=N1)NCC(CCCC)CC)NCCCC)CCCC (2,4-bis(mono-2-ethylhexylamino)-6-monobutylamino-1,3,5-triazine). RXN SMILES: [NH2:1][C:2]1[N:7]=[C:6]([NH:8][CH2:9][CH2:10][CH2:11][CH3:12])[N:5]=[C:4]([NH:13][CH2:14][CH2:15][CH2:16][CH3:17])[N:3]=1.[CH2:18]([CH:20]([CH2:23][CH2:24][CH2:25][CH3:26])[CH2:21]N)[CH3:19].[CH2:27](N)[CH2:28][CH2:29][CH3:30].N>>[CH2:16]([CH:15]([CH2:27][CH2:28][CH2:29][CH3:30])[CH2:14][NH:13][C:4]1[N:3]=[C:2]([NH:1][CH2:21][CH:20]([CH2:18][CH3:19])[CH2:23][CH2:24][CH2:25][CH3:26])[N:7]=[C:6]([NH:8][CH2:9][CH2:10][CH2:11][CH3:12])[N:5]=1)[CH3:17]. Procedure: The same procedures were repeated as in the N-substituted melamine (C1), except that mono-2-ethylhexylamine was employed in place of n-butyl amine, and further n-butyl amine was employed in place of the aqueous ammonia to obtain 2,4-bis(mono-2-ethylhexylamino)-6-monobutylamino-1,3,5-triazine. Reactants: CN1C=CC=2C1=CC=C1N=C3C=CC=C(C3=NC21)C(=O)O (3-methyl-3H-pyrrolo[3,2-α]phenazine-10-carboxylic acid), CN(CCN)C (N,N-dimethylethylenediamine). Product: CN(CCNC(=O)C1=CC=CC2=NC3=CC=C4C(=C3N=C12)C=CN4C)C (3-Methyl-3H-pyrrolo[3,2-α]phenazine-10-carboxylic acid (2-dimethylamino-ethyl)-amide). As a reaction SMILES: [CH3:1][N:2]1[C:6]2=[CH:7][CH:8]=[C:9]3[C:18]([N:17]=[C:16]4[C:11]([CH:12]=[CH:13][CH:14]=[C:15]4[C:19](O)=[O:20])=[N:10]3)=[C:5]2[CH:4]=[CH:3]1.[CH3:22][N:23]([CH3:27])[CH2:24][CH2:25][NH2:26]>>[CH3:22][N:23]([CH3:27])[CH2:24][CH2:25][NH:26][C:19]([C:15]1[C:16]2[C:11](=[N:10][C:9]3[C:18]([N:17]=2)=[C:5]2[CH:4]=[CH:3][N:2]([CH3:1])[C:6]2=[CH:7][CH:8]=3)[CH:12]=[CH:13][CH:14]=1)=[O:20]. Reported procedure: 3-Methyl-3H-pyrrolo[3,2-α]phenazine-10-carboxylic acid (2-dimethylamino-ethyl)-amide was prepared from 3-methyl-3H-pyrrolo[3,2-α]phenazine-10-carboxylic acid and N,N-dimethylethylenediamine Starting materials: octamolybdate, N1=C(N)N=C(N)N=C1N (melamine), [Mo](=O)(=O)=O (molybdenum trioxide), [Na] (sodium), C1(=CC=CC=C1)S(=O)(=O)O (benzenesulfonic acid). Solvent: O (water), O (water). Conditions: temperature 105 celsius, time 2 hour. Product: [Mo].N1=C(N)N=C(N)N=C1N (molybdenum melamine). The yield is 94.4%. Reaction SMILES: [N:1]1[C:8]([NH2:9])=[N:7][C:5]([NH2:6])=[N:4][C:2]=1[NH2:3].[Mo:10](=O)(=O)=O.[Na].C1(S(O)(=O)=O)C=CC=CC=1>O>[Mo:10].[N:1]1[C:8]([NH2:9])=[N:7][C:5]([NH2:6])=[N:4][C:2]=1[NH2:3] |f:5.6,^1:13|. Procedure: Melaminium octamolybdate having a 2/1 molybdenum/melamine molar ratio was prepared by adding 5.00 grams of melamine, 11.42 grams of molybdenum trioxide, 28.57 grams of the sodium salt of benzenesulfonic acid and 300 milliliters of water to a 500 milliliter round-bottom flask equipped with a water-cooled condenser and refluxing the mixture at about 105° C. with continual stirring for 2 hours. The mixture then was cooled to room temperature and was filtered. A white crystalline product was recover... Reactants: CC(=O)OCCBr, CCCCCCCCCCCCCCN(C)C, CCC(C)=O. Yields the product [Br-], CCCCCCCCCCCCCC[N+](C)(C)CCOC(C)=O. As a reaction SMILES: [C:1]([CH3:2])(=[O:3])[O:4][CH2:5][CH2:6][Br:7].[CH2:8]([CH2:9][CH2:10][CH2:11][CH2:12][CH2:13][CH2:14][CH2:15][CH2:16][CH2:17][CH2:18][CH2:19][CH2:20][CH3:21])[N:22]([CH3:23])[CH3:24].[CH3:25][C:26]([CH2:27][CH3:28])=[O:29]>>[Br-:7].[C:1]([CH3:2])(=[O:3])[O:4][CH2:5][CH2:6][N+:22]([CH2:8][CH2:9][CH2:10][CH2:11][CH2:12][CH2:13][CH2:14][CH2:15][CH2:16][CH2:17][CH2:18][CH2:19][CH2:20][CH3:21])([CH3:23])[CH3:24]. Reactants: BrC=1C=C(C=C(C1)[N+](=O)[O-])NC(C)=O (N-(3-bromo-5-nitrophenyl)acetamide), N#N (N2), C([O-])([O-])=O.[Na+].[Na+] (sodium carbonate), FC1=C(C=CC(=C1)F)B(O)O (2,4-Difluorophenylboronic acid). Reagents/catalysts: C1=CC=C(C=C1)P([C-]2C=CC=C2)C3=CC=CC=C3.C1=CC=C(C=C1)P([C-]2C=CC=C2)C3=CC=CC=C3.Cl[Pd]Cl.[Fe+2] (Pd(dppf)Cl2). Solvent: COCCOC (1,2-dimethoxyethane). Run at temperature 90 celsius. The product is FC1=C(C=CC(=C1)F)C1=CC(=CC(=C1)[N+](=O)[O-])NC(C)=O (N-(2′,4′-difluoro-5-nitrobiphenyl-3-yl)acetamide). Isolated yield 80.0%. As a reaction SMILES: Br[C:2]1[CH:3]=[C:4]([NH:11][C:12](=[O:14])[CH3:13])[CH:5]=[C:6]([N+:8]([O-:10])=[O:9])[CH:7]=1.N#N.[F:17][C:18]1[CH:23]=[C:22]([F:24])[CH:21]=[CH:20][C:19]=1B(O)O.C(=O)([O-])[O-].[Na+].[Na+]>COCCOC.C1C=CC(P(C2C=CC=CC=2)[C-]2C=CC=C2)=CC=1.C1C=CC(P(C2C=CC=CC=2)[C-]2C=CC=C2)=CC=1.Cl[Pd]Cl.[Fe+2]>[F:17][C:18]1[CH:23]=[C:22]([F:24])[CH:21]=[CH:20][C:19]=1[C:2]1[CH:7]=[C:6]([N+:8]([O-:10])=[O:9])[CH:5]=[C:4]([NH:11][C:12](=[O:14])[CH3:13])[CH:3]=1 |f:3.4.5,7.8.9.10|. Reported procedure: A solution of N-(3-bromo-5-nitrophenyl)acetamide (1 g, 3.86 mmol) in 1,2-dimethoxyethane (15 ml) was degassed by N2 bubbling for 5 min. 2,4-Difluorophenylboronic acid (0.727 g, 4.63 mmol, 1.2 eq.) was added and the mixture was degassed for another 5 min. Pd(dppf)Cl2 (0.627 g, 0.769 mmol, 0.2 eq.) and aqueous sodium carbonate (1.22 g, 11.5 mmol, 3.0 eq.) were added sequentially and the mixture was further degassed for 5 min and then heated at 90° C. for 2 h. The mixture was quenched with water an... The reactants are CCOC(=O)C (EtOAc), C([O-])(O)=O.[Na+] (sodium bicarbonate), N#CBr (cyanogen bromide), NC=1C=C(C(=O)NN)C=C(C1)C(F)(F)F (3-amino-5-(trifluoromethyl)benzohydrazide). The solvent is C(C)O (ethanol). Product: NC=1C=C(C=C(C1)C(F)(F)F)C1=NN=C(O1)N (5-(3-amino-5-(trifluoromethyl)phenyl)-1,3,4-oxadiazol-2-amine). The yield is 71.7%. As a reaction SMILES: C(=O)(O)[O-].[Na+].[N:6]#[C:7]Br.[NH2:9][C:10]1[CH:11]=[C:12]([CH:17]=[C:18]([C:20]([F:23])([F:22])[F:21])[CH:19]=1)[C:13]([NH:15][NH2:16])=[O:14].CCOC(C)=O>C(O)C>[NH2:9][C:10]1[CH:11]=[C:12]([C:13]2[O:14][C:7]([NH2:6])=[N:16][N:15]=2)[CH:17]=[C:18]([C:20]([F:23])([F:22])[F:21])[CH:19]=1 |f:0.1|. Reported procedure: Add sodium bicarbonate (270 mg, 3.21 mmol) and cyanogen bromide (187 mg, 1.76 mmol) to the solution of 3-amino-5-(trifluoromethyl)benzohydrazide (400 mg, 1.6 mmol) in ethanol (5 mL), reflux for 5 hrs. TLC (PE:EtOAc=1:1) shows the reaction is complete. Concentrate the mixture, partition the residue between EtOAc and water, collect the organic layer, wash with saturated sodium bicarbonate solution, dry over anhydrous sodium sulfate, and concentrate under reduced pressure to afford the crude produc... Starting materials: CN(C)CC(=O)O (dimethylamino-acetic acid), C(=O)(N1C=NC=C1)N1C=NC=C1 (1.1′carbonyldiimidazole), Cl.NCC1=C2C(N(C(=NC2=CC=C1)C)C1C(NC(CC1)=O)=O)=O (3-(5-aminomethyl-2-methyl-4-oxo-4H-quinazolin-3-yl)-piperidine-2,6-dione hydrogen chloride). The solvent is CN(C)C=O (DMF). Run at time 1 hour. The product is CN(CC(=O)NCC1=C2C(N(C(=NC2=CC=C1)C)C1C(NC(CC1)=O)=O)=O)C (2-dimethylamino-N-[3-(2,6-dioxo-piperidin-3-yl)-2-methyl-4-oxo-3,4-dihydro-quinazolin-5-ylmethyl]-acetamide). Isolated yield 46.4%. As a reaction SMILES: [CH3:1][N:2]([CH2:4][C:5]([OH:7])=O)[CH3:3].C(N1C=CN=C1)(N1C=CN=C1)=O.Cl.[NH2:21][CH2:22][C:23]1[CH:32]=[CH:31][CH:30]=[C:29]2[C:24]=1[C:25](=[O:42])[N:26]([CH:34]1[CH2:39][CH2:38][C:37](=[O:40])[NH:36][C:35]1=[O:41])[C:27]([CH3:33])=[N:28]2>CN(C=O)C>[CH3:3][N:2]([CH3:1])[CH2:4][C:5]([NH:21][CH2:22][C:23]1[CH:32]=[CH:31][CH:30]=[C:29]2[C:24]=1[C:25](=[O:42])[N:26]([CH:34]1[CH2:39][CH2:38][C:37](=[O:40])[NH:36][C:35]1=[O:41])[C:27]([CH3:33])=[N:28]2)=[O:7] |f:2.3|. Procedure details: To a stirred solution of dimethylamino-acetic acid (0.27 g, 1.9 mmol) in DMF in a 40° C. oil bath (8 mL), was added 1.1′carbonyldiimidazole (0.35 g, 2.1 mmol) and stirred for one hour. Then 3-(5-aminomethyl-2-methyl-4-oxo-4H-quinazolin-3-yl)-piperidine-2,6-dione hydrogen chloride (0.65 g, 1.9 mmol) was added and stirred for 15 minutes. The solvent was evaporated, and the residue was purified by flash column chromatography (Silica gel, methanol/methylene chloride 4%/96%) to give 2-dimethylamino-N... The reactants are IC1=NNC2=NC=NC(=C21)N (3-iodo-1H-pyrazolo[3,4-d]pyrimidin-4-amine), CS(=O)C (dimethyl sulfoxide), O1C2C1CC=C2 (2,4a-dihydro-1aH-cyclopenta[b]oxirene). The reagents and catalysts are C=1C=CC(=CC1)[P](C=2C=CC=CC2)(C=3C=CC=CC3)[Pd]([P](C=4C=CC=CC4)(C=5C=CC=CC5)C=6C=CC=CC6)([P](C=7C=CC=CC7)(C=8C=CC=CC8)C=9C=CC=CC9)[P](C=1C=CC=CC1)(C=1C=CC=CC1)C=1C=CC=CC1 (tetrakis(triphenylphosphine)palladium(0)). Run in O1CCCC1 (tetrahydrofuran). Conditions: time 2 minute. Product: NC1=C2C(=NC=N1)N(N=C2I)C2C=CC(C2)O (4-(4-amino-3-iodo-1H-pyrazolo[3,4-d]pyrimidin-1-yl)-2-cyclopenten-1-ol). The yield is 61.4%. RXN SMILES: [I:1][C:2]1[C:10]2[C:5](=[N:6][CH:7]=[N:8][C:9]=2[NH2:11])[NH:4][N:3]=1.CS(C)=O.[O:16]1[CH:18]2[CH2:19][CH:20]=[CH:21][CH:17]12>O1CCCC1.C1C=CC([P]([Pd]([P](C2C=CC=CC=2)(C2C=CC=CC=2)C2C=CC=CC=2)([P](C2C=CC=CC=2)(C2C=CC=CC=2)C2C=CC=CC=2)[P](C2C=CC=CC=2)(C2C=CC=CC=2)C2C=CC=CC=2)(C2C=CC=CC=2)C2C=CC=CC=2)=CC=1>[NH2:11][C:9]1[N:8]=[CH:7][N:6]=[C:5]2[N:4]([CH:20]3[CH2:21][CH:17]([OH:16])[CH:18]=[CH:19]3)[N:3]=[C:2]([I:1])[C:10]=12 |^1:30,32,51,70|. Procedure: A mixture of tetrakis(triphenylphosphine)palladium(0) (0.04 g, 0.03 mmol), 3-iodo-1H-pyrazolo[3,4-d]pyrimidin-4-amine (0.30 g, 1.14 mmol) and dimethyl sulfoxide (3 mL) was stirred at ambient temperature in the dark for 2 minutes and cooled to 0° C. A solution of 2,4a-dihydro-1aH-cyclopenta[b]oxirene (0.14 g, 1.72 mmol) in tetrahydrofuran (3 mL) was added into the mixture at 0° C. and stirred at 0° C. for 3 hours. The mixture was stirred at ambient temperature overnight and purified by preparativ... Reactants: ClC1=CC(=CC=C1)C(=O)OO (m-chloroperbenzoic acid), COC1=CC2=C(NC(=N2)SCC2=NC=CC(=N2)N2CCCCC2)C=C1 (5-methoxy-2-[4-piperidino-2-pyrimidinylmethylthio]-(1H) benzimidazole), N (ammonia), ClC1=CC(=CC=C1)C(=O)OO (m-chloroperbenzoic acid). The solvent is ClCCl (dichloromethane), ClCCl (dichloromethane). The product is COC1=CC2=C(NC(=N2)S(=O)CC2=NC=CC(=N2)N2CCCCC2)C=C1 (5-methoxy-2-(4-piperidino-2-pyrimidinylmethylsulphinyl)-(1H)-benzimidazole). Yield: 90.2%. Reaction SMILES: ClC1C=CC=C(C(OO)=[O:9])C=1.[CH3:12][O:13][C:14]1[CH:36]=[CH:35][C:17]2[NH:18][C:19]([S:21][CH2:22][C:23]3[N:28]=[C:27]([N:29]4[CH2:34][CH2:33][CH2:32][CH2:31][CH2:30]4)[CH:26]=[CH:25][N:24]=3)=[N:20][C:16]=2[CH:15]=1.N>ClCCl>[CH3:12][O:13][C:14]1[CH:36]=[CH:35][C:17]2[NH:18][C:19]([S:21]([CH2:22][C:23]3[N:28]=[C:27]([N:29]4[CH2:34][CH2:33][CH2:32][CH2:31][CH2:30]4)[CH:26]=[CH:25][N:24]=3)=[O:9])=[N:20][C:16]=2[CH:15]=1. Reported procedure: A solution of m-chloroperbenzoic acid (1.69 g) in dichloromethane (25 ml) was added to a stirred solution of 5-methoxy-2-[4-piperidino-2-pyrimidinylmethylthio]-(1H) benzimidazole (3.48 g) in dichloromethane (75 ml) cooled to between -30° and -35°. After 1.5 hours at -20° a further quantity of m-chloroperbenzoic acid (0.34 g) was added. After a further 30 minutes ammonia was passed through the reaction mixture and the precipitated solid filtered off. The filtrate was washed with aqueous sodium ca... Reaction SMILES: C[O:2][C:3]1[C:4]([O:25]C)=[CH:5][C:6]2[C:7]([CH:24]=1)=[C:8]1[C:17](=[CH:18][CH:19]=2)[N:16]=[C:15]2[C:10]([CH:11]=[C:12]([O:22]C)[C:13]([O:20]C)=[CH:14]2)=[CH:9]1.[K+].[Br-]>>[OH:2][C:3]1[C:4]([OH:25])=[CH:5][C:6]2[C:7]([CH:24]=1)=[C:8]1[C:17](=[CH:18][CH:19]=2)[N:16]=[C:15]2[C:10]([CH:11]=[C:12]([OH:22])[C:13]([OH:20])=[CH:14]2)=[CH:9]1 |f:1.2|. Yields the product OC=1C(=CC=2C(=C3C=C4C=C(C(=CC4=NC3=CC2)O)O)C1)O (2,3,9,10-tetrahydroxybenz[a]acridine). Reported procedure: Prepared from 14a; mp>270° C.; IR (KBr): 3361,3164, 1620,1516; 1H NMR (CD3OD): δ7.26 (1H, s), 7.37 (1H, s), 7.56(1H, s), 7.61 (1H, d, J=9.2), 8.05 (2H, m), 9.61(1H, s),; 13C NMR (CD3OD): δ101.1, 108.7, 110.3, 114.3, 114.7, 122.9, 124.4, 124.8, 126.7, 137.6, 137.8, 138.3, 139.0, 149.4, 150.7, 150.8, 159.3; HRMS calcd for C17H11NO4 : 293.0688; found: 293.0685. Starting materials: COC=1C(=CC=2C(=C3C=C4C=C(C(=CC4=NC3=CC2)OC)OC)C1)OC (2,3,9,10-Tetramethoxybenz[a]acridine), [K+].[Br-] (KBr).